Dataset: the Open Reaction Database (ORD), a public repository of structured organic reaction records. Task: describe an organic reaction: reactants, conditions, products, and yield The reactants are CCO, CCOC(=O)c1cnn(Cc2nc(-c3cccc(C(F)(F)F)c3F)cs2)c1, [Na+], C1CCOC1, [OH-], O. The product is O=C(O)c1cnn(Cc2nc(-c3cccc(C(F)(F)F)c3F)cs2)c1. RXN SMILES: [CH2:36]([OH:37])[CH3:38].[F:1][c:2]1[c:3](-[c:12]2[n:13][c:14]([CH2:17][n:18]3[n:19][cH:20][c:21]([C:23](=[O:24])[O:25][CH2:26][CH3:27])[cH:22]3)[s:15][cH:16]2)[cH:4][cH:5][cH:6][c:7]1[C:8]([F:9])([F:10])[F:11].[Na+:29].[O:31]1[CH2:32][CH2:33][CH2:34][CH2:35]1.[OH-:28].[OH2:30]>>[F:1][c:2]1[c:3](-[c:12]2[n:13][c:14]([CH2:17][n:18]3[n:19][cH:20][c:21]([C:23](=[O:24])[OH:25])[cH:22]3)[s:15][cH:16]2)[cH:4][cH:5][cH:6][c:7]1[C:8]([F:9])([F:10])[F:11]. Starting materials: C(C)(=O)N(C=1C=CC(=C(C1)NC(C(C)(F)F)=O)NCC1CCOCC1)C (N-{5-[Acetyl(methyl)amino]-2-[(tetrahydro-2H-pyran-4-ylmethyl)amino]phenyl}-2,2-difluoropropanamide). Solvent: C(C)(=O)O (acetic acid). The product is FC(C)(F)C1=NC2=C(N1CC1CCOCC1)C=CC(=C2)N(C(C)=O)C (N-[2-(1,1-Difluoroethyl)-1-(tetrahydro-2H-pyran-4-ylmethyl)-1H-benzimidazol-5-yl]-N-methylacetamide). Reaction SMILES: [C:1]([N:4]([CH3:26])[C:5]1[CH:6]=[CH:7][C:8]([NH:18][CH2:19][CH:20]2[CH2:25][CH2:24][O:23][CH2:22][CH2:21]2)=[C:9]([NH:11][C:12](=O)[C:13]([F:16])([F:15])[CH3:14])[CH:10]=1)(=[O:3])[CH3:2]>C(O)(=O)C>[F:15][C:13]([C:12]1[N:18]([CH2:19][CH:20]2[CH2:25][CH2:24][O:23][CH2:22][CH2:21]2)[C:8]2[CH:7]=[CH:6][C:5]([N:4]([CH3:26])[C:1](=[O:3])[CH3:2])=[CH:10][C:9]=2[N:11]=1)([F:16])[CH3:14]. Procedure details: N-{5-[Acetyl(methyl)amino]-2-[(tetrahydro-2H-pyran-4-ylmethyl)amino]phenyl}-2,2-difluoropropanamide (1.00 g, 2.70 mmol) was heated to 90° C. overnight in acetic acid (20 mL). The solvent was concentrated. The crude product was purified by flash chromatography on silica gel, using MeOH 3.5% and acetone 8% in DCM as eluent, giving the title compound. Yield: 0.48 g (50%); MS (ESI) (M+H)+: 352.0.